From a dataset of the Open Reaction Database (ORD), a public repository of structured organic reaction records. describe an organic reaction: reactants, conditions, products, and yield Reactants: COC=1C=CC=C2C(N(C(=NC12)C(C)NC)C1=CC=C(C=C1)OC)=O (8-methoxy-3-(4-methoxyphenyl)-2-(1-methylaminoethyl)-3H-quinazolin-4-one), C(C)(C)(C)C1=CC=C(C=C1)S(=O)(=O)Cl (4-tert-butylbenzenesulfonyl chloride). The product is C(C)(C)(C)C1=CC=C(C=C1)S(=O)(=O)N(C)C(C)C1=NC2=C(C=CC=C2C(N1C1=CC=C(C=C1)OC)=O)OC (4-tert-butyl-N-{1-[8-methoxy-3-(4-methoxyphenyl)-4-oxo-3,4-dihydroquinazolin-2-yl]ethyl}-N-methylbenzenesulfonamide). As a reaction SMILES: [CH3:1][O:2][C:3]1[CH:4]=[CH:5][CH:6]=[C:7]2[C:12]=1[N:11]=[C:10]([CH:13]([NH:15][CH3:16])[CH3:14])[N:9]([C:17]1[CH:22]=[CH:21][C:20]([O:23][CH3:24])=[CH:19][CH:18]=1)[C:8]2=[O:25].[C:26]([C:30]1[CH:35]=[CH:34][C:33]([S:36](Cl)(=[O:38])=[O:37])=[CH:32][CH:31]=1)([CH3:29])([CH3:28])[CH3:27]>>[C:26]([C:30]1[CH:35]=[CH:34][C:33]([S:36]([N:15]([CH:13]([C:10]2[N:9]([C:17]3[CH:18]=[CH:19][C:20]([O:23][CH3:24])=[CH:21][CH:22]=3)[C:8](=[O:25])[C:7]3[C:12](=[C:3]([O:2][CH3:1])[CH:4]=[CH:5][CH:6]=3)[N:11]=2)[CH3:14])[CH3:16])(=[O:38])=[O:37])=[CH:32][CH:31]=1)([CH3:29])([CH3:27])[CH3:28]. Procedure details: In a similar manner as described above in Paragraph A, 8-methoxy-3-(4-methoxyphenyl)-2-(1-methylaminoethyl)-3H-quinazolin-4-one, as prepared above in Example 5, was condensed with 4-tert-butylbenzenesulfonyl chloride to yield 4-tert-butyl-N-{1-[8-methoxy-3-(4-methoxyphenyl)-4-oxo-3,4-dihydroquinazolin-2-yl]ethyl}-N-methylbenzenesulfonamide; MS (ESI) 536 (MH+).